describe an organic reaction: reactants, conditions, products, and yield From a dataset of the Open Reaction Database (ORD), a public repository of structured organic reaction records. Reactants: ClC(=O)OC (methyl chloroformate), CN(C)CCN(C)C (TMEDA), C(CCC)[Li] (n-Butyllithium), COC1=NC(=CC=C1NC(OC(C)(C)C)=O)OC (tert-butyl N-(2,6-dimethoxy-3-pyridyl)carbamate). Run in CCOCC (Et2O), CCOCC (Et2O). Conditions: temperature -78 celsius, time 15 minute. Product: C(=O)(OC)C1=C(C(=NC(=C1)OC)OC)NC(OC(C)(C)C)=O (tert-butyl N-(4-carbomethoxy-2,6-dimethoxy-3-pyridyl)carbamate). Yield: 34.5%. RXN SMILES: [CH3:1][O:2][C:3]1[C:8]([NH:9][C:10](=[O:16])[O:11][C:12]([CH3:15])([CH3:14])[CH3:13])=[CH:7][CH:6]=[C:5]([O:17][CH3:18])[N:4]=1.CN(CCN(C)C)C.C([Li])CCC.Cl[C:33]([O:35][CH3:36])=[O:34]>CCOCC>[C:33]([C:7]1[CH:6]=[C:5]([O:17][CH3:18])[N:4]=[C:3]([O:2][CH3:1])[C:8]=1[NH:9][C:10](=[O:16])[O:11][C:12]([CH3:14])([CH3:15])[CH3:13])([O:35][CH3:36])=[O:34]. Procedure: The product of Example 27 (1 g, 3.93 mmol) was dissolved in Et2O (35 mL) and TMEDA (1.7 mL, 1.18 mmol) and cooled to -78° C. n-Butyllithium (4.75 mL, 11.87 mmol) was added dropwise and the reaction was allowed to stir for 15 minutes at -78° C. before warming to -10° C. for 2.5 hours. The solution was cooled back to -78° C. and methyl chloroformate (0.6 mL, 7.8 mmol) dissolved in Et2O (4.5 mL) was added dropwise. The reaction was held at -78° C. for 10 minutes and then warmed to -10° C. and allow... Starting materials: [BH4-].[Na+] (NaBH4), O=C1CC2CN(CC2CC1)C(=O)OC(C)(C)C (tert-butyl 5-oxohexahydro-1H-isoindole-2(3H)-carboxylate), N (NH3), CO (MeOH), Ti(Oi-Pr)4. Run in CCO (EtOH). Conditions: time 6 hour. The product is NC1CCC2(CCN(C2)C(=O)OC(C)(C)C)CC1 (tert-butyl 8-amino-2-azaspiro[4.5]decane-2-carboxylate). Isolated yield 79.5%. Reaction SMILES: O=[C:2]1[CH2:10][CH2:9][CH:8]2[CH:4]([CH2:5][N:6]([C:11]([O:13][C:14]([CH3:17])([CH3:16])[CH3:15])=[O:12])[CH2:7]2)[CH2:3]1.[NH3:18].[CH3:19]O.[BH4-].[Na+]>CCO>[NH2:18][CH:2]1[CH2:3][CH2:19][C:8]2([CH2:7][N:6]([C:11]([O:13][C:14]([CH3:15])([CH3:16])[CH3:17])=[O:12])[CH2:5][CH2:4]2)[CH2:9][CH2:10]1 |f:3.4|. Reported procedure: To a solution of tert-butyl 5-oxohexahydro-1H-isoindole-2(3H)-carboxylate (9.20 g, 36.31 mmol) in EtOH (290 mL) were added a solution of NH3 in MeOH (7 M, 290 mL, 2030 mmol) and Ti(Oi-Pr)4 (20.64 g, 72.62 mmol). After addition, the reaction mixture was stirred at rt for 6 h and NaBH4 (2.06 g, 54.47 mmol) was added portionwise. After addition, the resulting mixture was stirred at rt for 2 h, quenched with saturated ammonium hydroxide aqueous solution (150 mL), stirred at rt for 15 min and filtere...